From a dataset of the Open Reaction Database (ORD), a public repository of structured organic reaction records. describe an organic reaction: reactants, conditions, products, and yield Yields the product O=C(Cc1ccccc1Cl)C1CC1. RXN SMILES: [CH3:18][CH2:19][O:20][CH2:21][CH3:22].[CH3:23][CH2:24][O:25][C:26](=[O:27])[CH3:28].[CH:11]1([C:14]#[N:15])[CH2:12][CH2:13]1.[Cl-:16].[Cl:2][c:3]1[c:4]([CH2:5][Br:6])[cH:7][cH:8][cH:9][cH:10]1.[Mg:1].[NH4+:17]>>[Cl:2][c:3]1[c:4]([CH2:5][C:14]([CH:11]2[CH2:12][CH2:13]2)=[O:20])[cH:7][cH:8][cH:9][cH:10]1. Reactants: CCOCC, CCOC(C)=O, N#CC1CC1, [Cl-], Clc1ccccc1CBr, [Mg], [NH4+]. Isolated yield 18.0%. Product: ClC1=CC=C(C=C1)S(=O)(=O)N(C(C(=O)NCC1=CC(=NC=C1)C1=CC=C(C=C1)OC(F)(F)F)=C)C (2-[(4-chlorophenyl)sulfonyl-methyl-amino]-N-[[2-[4-(trifluoromethoxy)phenyl]-4-pyridyl]methyl]prop-2-enamide). RXN SMILES: [Cl:1][C:2]1[CH:7]=[CH:6][C:5]([S:8]([N:11]([CH3:17])[C:12](=[CH2:16])[C:13]([OH:15])=O)(=[O:10])=[O:9])=[CH:4][CH:3]=1.CCOC(OC(OCC)=O)=O.[F:29][C:30]([F:47])([F:46])[O:31][C:32]1[CH:37]=[CH:36][C:35]([C:38]2[CH:43]=[C:42]([CH2:44][NH2:45])[CH:41]=[CH:40][N:39]=2)=[CH:34][CH:33]=1>C1COCC1>[Cl:1][C:2]1[CH:3]=[CH:4][C:5]([S:8]([N:11]([CH3:17])[C:12](=[CH2:16])[C:13]([NH:45][CH2:44][C:42]2[CH:41]=[CH:40][N:39]=[C:38]([C:35]3[CH:34]=[CH:33][C:32]([O:31][C:30]([F:47])([F:29])[F:46])=[CH:37][CH:36]=3)[CH:43]=2)=[O:15])(=[O:9])=[O:10])=[CH:6][CH:7]=1. Reactants: ClC1=CC=C(C=C1)S(=O)(=O)N(C(C(=O)O)=C)C (2-[(4-chlorophenyl)sulfonyl-methyl-amino]prop-2-enoic acid), CCOC(=O)OC(=O)OCC (DEPC), FC(OC1=CC=C(C=C1)C1=NC=CC(=C1)CN)(F)F ([2-[4-(trifluoromethoxy)phenyl]-4-pyridyl]methanamine). Run in C1CCOC1 (THF). Procedure details: A solution of acid 4C (0.50 g, 1.8 mmol) in THF (30 mL) was added with DEPC (0.35 mL, 1.3 mol eq) and the mixture stirred at room temperature several minutes. Then [2-[4-(trifluoromethoxy)phenyl]-4-pyridyl]methanamine 21B (0.53 g, 1.1 mol eq) and a catalytic amount of TEA were added, then the reaction mixture was stirred at room temperature overnight. The solvent was removed under reduced pressure, the residue was suspended in EtOAc and washed with water and brine. The separated organic phase wa... Starting materials: CB1OB(OB(O1)C)C (trimethylboroxine), C(C)(=O)OCC (Ethyl acetate), BrC=1C=C2C=NN(C2=C(C1)C(=O)OC)CC(OC)OC (methyl 5-bromo-1-(2,2-dimethoxyethyl)-1H-indazole-7-carboxylate), C([O-])([O-])=O.[K+].[K+] (potassium carbonate), CB1OB(OB(O1)C)C (trimethylboroxine). Reagents/catalysts: C=1C=CC(=CC1)[P](C=2C=CC=CC2)(C=3C=CC=CC3)[Pd]([P](C=4C=CC=CC4)(C=5C=CC=CC5)C=6C=CC=CC6)([P](C=7C=CC=CC7)(C=8C=CC=CC8)C=9C=CC=CC9)[P](C=1C=CC=CC1)(C=1C=CC=CC1)C=1C=CC=CC1 (tetrakis(triphenylphosphine)palladium(0)). Run in CN(C)C=O (DMF). Reaction conditions: temperature 100 celsius, time 24 hour. The product is COC(CN1N=CC2=CC(=CC(=C12)C(=O)OC)C)OC (methyl 1-(2,2-dimethoxyethyl)-5-methyl-1H-indazole-7-carboxylate). Yield: 51.0%. As a reaction SMILES: Br[C:2]1[CH:3]=[C:4]2[C:8](=[C:9]([C:11]([O:13][CH3:14])=[O:12])[CH:10]=1)[N:7]([CH2:15][CH:16]([O:19][CH3:20])[O:17][CH3:18])[N:6]=[CH:5]2.[C:21](=O)([O-])[O-].[K+].[K+].CB1OB(C)OB(C)O1.C(OCC)(=O)C>CN(C=O)C.C1C=CC([P]([Pd]([P](C2C=CC=CC=2)(C2C=CC=CC=2)C2C=CC=CC=2)([P](C2C=CC=CC=2)(C2C=CC=CC=2)C2C=CC=CC=2)[P](C2C=CC=CC=2)(C2C=CC=CC=2)C2C=CC=CC=2)(C2C=CC=CC=2)C2C=CC=CC=2)=CC=1>[CH3:18][O:17][CH:16]([O:19][CH3:20])[CH2:15][N:7]1[C:8]2[C:4](=[CH:3][C:2]([CH3:21])=[CH:10][C:9]=2[C:11]([O:13][CH3:14])=[O:12])[CH:5]=[N:6]1 |f:1.2.3,^1:50,52,71,90|. Procedure details: To methyl 5-bromo-1-(2,2-dimethoxyethyl)-1H-indazole-7-carboxylate from Step D of Example 10 in DMF (100 mL) was added potassium carbonate (622 mg, 4.5 mmol), tetrakis(triphenylphosphine)palladium(0) (347 mg, 0.3 mmol) and trimethylboroxine (377 mg, 3.0 mmol) and the reaction mixture was stirred at 100° C. for 24 h. Then another portion of trimethylboroxine (377 mg, 3 mmol) was added and the reaction was further stirred for 6 h. Ethyl acetate was added and the reaction was washed with water and ... Reaction SMILES: Cl[C:2]1[C:3]([O:16][CH2:17][C:18]2([C:24]#N)[CH2:23][CH2:22][CH2:21][CH2:20][CH2:19]2)=[CH:4][C:5]([F:15])=[C:6]([CH:14]=1)[C:7]([O:9][C:10]([CH3:13])([CH3:12])[CH3:11])=[O:8].C12(CO[C:38]3[C:50](Cl)=[CH:49][C:41](C(OC(C)(C)C)=O)=C(F)C=3)CC3CC(CC(C3)C1)C2.[CH:53]1(B(O)O)[CH2:55][CH2:54]1.C1(B(O)O)CCC1.F[B-](F)(F)F.C1(P(C2CCCCC2)C2CCCCC2)CCCCC1.C1(P(C2CCCCC2)C2C=CC=CC=2C2C(OC(C)C)=CC=CC=2OC(C)C)CCCCC1>>[C:18]12([CH2:17][O:16][C:3]3[C:2]([CH:41]4[CH2:49][CH2:50][CH2:38]4)=[CH:14][C:6]([C:7]([O:9][C:10]([CH3:13])([CH3:12])[CH3:11])=[O:8])=[C:5]([F:15])[CH:4]=3)[CH2:23][CH:22]3[CH2:54][CH:53]([CH2:55][CH:20]([CH2:21]3)[CH2:19]1)[CH2:24]2 |f:4.5|. Yields the product C12(CC3CC(CC(C1)C3)C2)COC2=CC(=C(C(=O)OC(C)(C)C)C=C2C2CCC2)F (tert-butyl 4-(adamantan-1-ylmethoxy)-5-cyclobutyl-2-fluorobenzoate). Reported procedure: Following the procedure as described in Example 373 Step 1 and making non-critical variations to replace tert-butyl 5-chloro-4-((1-cyanocyclohexyl)-methoxy)-2-fluorobenzoate with tert-butyl 4-(adamantan-1-ylmethoxy)-5-chloro-2-fluorobenzoate, to replace cyclopropylboronic acid with cyclobutylboronic acid, and to replace tricyclohexylphosphine tetrafluoroborate with 2-dicyclohexylphosphino-2′,6′-diisopropoxybiphenyl (RuPhos), the title compound was obtained as a colorless syrup containing ˜25% te... Reactants: ClC=1C(=CC(=C(C(=O)OC(C)(C)C)C1)F)OCC1(CCCCC1)C#N (tert-butyl 5-chloro-4-((1-cyanocyclohexyl)-methoxy)-2-fluorobenzoate), C1(CCC1)B(O)O (cyclobutylboronic acid), F[B-](F)(F)F.C1(CCCCC1)P(C1CCCCC1)C1CCCCC1 (tricyclohexylphosphine tetrafluoroborate), C12(CC3CC(CC(C1)C3)C2)COC2=CC(=C(C(=O)OC(C)(C)C)C=C2Cl)F (tert-butyl 4-(adamantan-1-ylmethoxy)-5-chloro-2-fluorobenzoate), C1(CC1)B(O)O (cyclopropylboronic acid), C1(CCCCC1)P(C1=C(C=CC=C1)C1=C(C=CC=C1OC(C)C)OC(C)C)C1CCCCC1 (2-dicyclohexylphosphino-2′,6′-diisopropoxybiphenyl). Product: C(C)(C)(C)OC(=O)N1C[C@H](CC1)NC1=CC(=C(C=C1)OC)Cl (3(S)-(3-chloro-4-methoxyphenylamino)pyrrolidine-1-carboxylic acid tert-butyl ester). Isolated yield 77.9%. Reported procedure: To a 5 ml of toluene solution containing 0.20 g of 3(S)-aminopyrrolidine-1-carboxylic acid tert-butyl ester (1.1 mmol) and 0.238 g of 2-chloro-3-bromoanisole (1.1 mmol) were added 67.0 mg of BINAP (0.11 mmol), 24 mg of tris(dibenzylideneacetone)dipalladium (0.027 mmol) and 144 mg of sodium tert-butoxide (1.5 mmol). The mixture was heated under reflux under a nitrogen atmosphere at 100° C. for one hour. After cooling to room temperature, the reaction solution was filtered using Celite. The filtra... Reaction conditions: temperature 100 celsius. Reactants: C=1C=CC(=CC1)P(C=2C=CC=CC2)C3=CC=C4C=CC=CC4=C3C5=C6C=CC=CC6=CC=C5P(C=7C=CC=CC7)C=8C=CC=CC8 (BINAP), CC(C)([O-])C.[Na+] (sodium tert-butoxide), C(C)(C)(C)OC(=O)N1C[C@H](CC1)N (3(S)-aminopyrrolidine-1-carboxylic acid tert-butyl ester), ClC1=C(C=CC=C1Br)OC (2-chloro-3-bromoanisole). The solvent is C1(=CC=CC=C1)C (toluene). As a reaction SMILES: [C:1]([O:5][C:6]([N:8]1[CH2:12][CH2:11][C@H:10]([NH2:13])[CH2:9]1)=[O:7])([CH3:4])([CH3:3])[CH3:2].[Cl:14][C:15]1[C:20](Br)=[CH:19][CH:18]=[CH:17][C:16]=1[O:22][CH3:23].C1C=CC(P(C2C(C3C(P(C4C=CC=CC=4)C4C=CC=CC=4)=CC=C4C=3C=CC=C4)=C3C(C=CC=C3)=CC=2)C2C=CC=CC=2)=CC=1.CC(C)([O-])C.[Na+]>C1C=CC(/C=C/C(/C=C/C2C=CC=CC=2)=O)=CC=1.C1C=CC(/C=C/C(/C=C/C2C=CC=CC=2)=O)=CC=1.C1C=CC(/C=C/C(/C=C/C2C=CC=CC=2)=O)=CC=1.[Pd].[Pd].C1(C)C=CC=CC=1>[C:1]([O:5][C:6]([N:8]1[CH2:12][CH2:11][C@H:10]([NH:13][C:19]2[CH:18]=[CH:17][C:16]([O:22][CH3:23])=[C:15]([Cl:14])[CH:20]=2)[CH2:9]1)=[O:7])([CH3:4])([CH3:2])[CH3:3] |f:3.4,5.6.7.8.9|. Reagents/catalysts: C=1C=CC(=CC1)/C=C/C(=O)/C=C/C2=CC=CC=C2.C=1C=CC(=CC1)/C=C/C(=O)/C=C/C2=CC=CC=C2.C=1C=CC(=CC1)/C=C/C(=O)/C=C/C2=CC=CC=C2.[Pd].[Pd] (tris(dibenzylideneacetone)dipalladium). Reactants: NCC(C)O ((RS)-1-amino-2-propanol), COC=1C=C2CC(C(C2=CC1)=O)CC(C)=O ((RS)-5-methoxy-2-(2-oxopropyl)-1-indanone), O (water). The reagents and catalysts are C1(=CC=C(C=C1)S(=O)(=O)O)C (p-toluenesulfonic acid). Run in C1(=CC=CC=C1)C (toluene), C1(=CC=CC=C1)C (toluene). Reaction conditions: time 90 minute. The product is COC=1C=C2CC3=C(N(C(=C3)C)CC(C)O)C2=CC1 ((RS)-1-(6-methoxy-2-methyl-1,4-dihydro-indeno[1,2-b]pyrrol-1-yl)-propan-2-ol). Yield: 82.7%. As a reaction SMILES: [CH3:1][O:2][C:3]1[CH:4]=[C:5]2[C:9](=[CH:10][CH:11]=1)[C:8](=O)[CH:7]([CH2:13][C:14](=O)[CH3:15])[CH2:6]2.O.[NH2:18][CH2:19][CH:20]([OH:22])[CH3:21]>C1(C)C=CC=CC=1.C1(C)C=CC(S(O)(=O)=O)=CC=1>[CH3:1][O:2][C:3]1[CH:4]=[C:5]2[C:9](=[CH:10][CH:11]=1)[C:8]1[N:18]([CH2:19][CH:20]([OH:22])[CH3:21])[C:14]([CH3:15])=[CH:13][C:7]=1[CH2:6]2. Procedure details: A solution of 1.2 g of (RS)-5-methoxy-2-(2-oxopropyl)-1-indanone and 60 mg of p-toluenesulfonic acid in 70 ml of anhydrous toluene was heated on a water separator. A solution of 1.65 g of (RS)-1-amino-2-propanol in 20 ml of anhydrous toluene was added dropwise to the boiling solution over a period of 5 minutes. Subsequently, the mixture was boiled for an additional 90 minutes, during which the solvent was reduced to a volume of 20 ml. The cooled reaction mixture was purified by column chromatogr... The reactants are BrC=1C=C2CN(C(C2=CC1)=O)[C@H](CN1C(C2=CC=CC=C2C1=O)=O)CC1CCCCC1 (2-[(2S)-2-(5-bromo-1-oxo-1,3-dihydro-2H-isoindol-2-yl)-3-cyclohexylpropyl]-1H-isoindole-1,3(2H)-dione), CN1N=CC=C1B1OC(C(O1)(C)C)(C)C (1-methyl-5-(4,4,5,5-tetramethyl-1,3,2-dioxaborolan-2-yl)-1H-pyrazole), C(C)(C)N(C(C)C)CC (N,N-diisopropylethylamine), O1CCOCC1 (1,4-dioxane), O (water). The yield is 28.9%. Procedure: A mixture of 2-[(2S)-2-(5-bromo-1-oxo-1,3-dihydro-2H-isoindol-2-yl)-3-cyclohexylpropyl]-1H-isoindole-1,3(2H)-dione (103.5 mg, 0.2151 mmol), 1-methyl-5-(4,4,5,5-tetramethyl-1,3,2-dioxaborolan-2-yl)-1H-pyrazole (47 mg, 0.23 mmol), N,N-diisopropylethylamine (0.11 mL, 0.63 mmol), and bis(tri-t-butylphosphine)palladium (0.011 g, 0.021 mmol) in 1,4-dioxane (4 mL, 50 mmol) and water (0.2 mL, 10 mmol) was stirred at 110° C. for 40 min under microwave irradiation. Direct purification on prep.—HPLC afford... Product: C1(CCCCC1)C[C@@H](CN1C(C2=CC=CC=C2C1=O)=O)N1C(C2=CC=C(C=C2C1)C1=CC=NN1C)=O (2-{(2S)-3-cyclohexyl-2-[5-(1-methyl-1H-pyrazol-5-yl)-1-oxo-1,3-dihydro-2H-isoindol-2-yl]propyl}-1H-isoindole-1,3(2H)-dione). Reaction conditions: temperature 110 celsius, time 40 minute. Reaction SMILES: Br[C:2]1[CH:3]=[C:4]2[C:8](=[CH:9][CH:10]=1)[C:7](=[O:11])[N:6]([C@@H:12]([CH2:25][CH:26]1[CH2:31][CH2:30][CH2:29][CH2:28][CH2:27]1)[CH2:13][N:14]1[C:22](=[O:23])[C:21]3[C:16](=[CH:17][CH:18]=[CH:19][CH:20]=3)[C:15]1=[O:24])[CH2:5]2.[CH3:32][N:33]1[C:37](B2OC(C)(C)C(C)(C)O2)=[CH:36][CH:35]=[N:34]1.C(N(CC)C(C)C)(C)C.O1CCOCC1.O>CC(C)([P](C(C)(C)C)([Pd][P](C(C)(C)C)(C(C)(C)C)C(C)(C)C)C(C)(C)C)C>[CH:26]1([CH2:25][C@H:12]([N:6]2[CH2:5][C:4]3[C:8](=[CH:9][CH:10]=[C:2]([C:37]4[N:33]([CH3:32])[N:34]=[CH:35][CH:36]=4)[CH:3]=3)[C:7]2=[O:11])[CH2:13][N:14]2[C:15](=[O:24])[C:16]3[C:21](=[CH:20][CH:19]=[CH:18][CH:17]=3)[C:22]2=[O:23])[CH2:31][CH2:30][CH2:29][CH2:28][CH2:27]1 |^1:65,71|. The reagents and catalysts are CC(C)([P](C(C)(C)C)([Pd][P](C(C)(C)C)(C(C)(C)C)C(C)(C)C)C(C)(C)C)C (bis(tri-t-butylphosphine)palladium). Starting materials: CCN(CC)Cc1sc(-c2nc(-c3ccc(C(=O)O)cc3)no2)cc1C, CN(C)CCN. Product: CCN(CC)Cc1sc(-c2nc(-c3ccc(C(=O)NCCN(C)C)cc3)no2)cc1C. RXN SMILES: [CH2:1]([CH3:2])[N:3]([CH2:4][CH3:5])[CH2:6][c:7]1[c:8]([CH3:26])[cH:9][c:10](-[c:12]2[n:13][c:14](-[c:17]3[cH:18][cH:19][c:20]([C:21](=[O:22])[OH:23])[cH:24][cH:25]3)[n:15][o:16]2)[s:11]1.[CH3:27][N:28]([CH2:29][CH2:30][NH2:31])[CH3:32]>>[CH2:1]([CH3:2])[N:3]([CH2:4][CH3:5])[CH2:6][c:7]1[c:8]([CH3:26])[cH:9][c:10](-[c:12]2[n:13][c:14](-[c:17]3[cH:18][cH:19][c:20]([C:21](=[O:22])[NH:31][CH2:30][CH2:29][N:28]([CH3:27])[CH3:32])[cH:24][cH:25]3)[n:15][o:16]2)[s:11]1. The reactants are O=C(OC(=O)C(F)(F)F)C(F)(F)F, O=C(O)C(F)(F)F, Nc1ccc(S(=O)(=O)O)cc1, c1ccccc1. As a reaction SMILES: [F:18][C:19]([F:20])([F:21])[C:22]([O:23][C:24](=[O:25])[C:26]([F:27])([F:28])[F:29])=[O:30].[OH:31][C:32]([C:33]([F:34])([F:35])[F:36])=[O:37].[S:1](=[O:2])([c:3]1[cH:4][cH:5][c:6]([NH2:9])[cH:7][cH:8]1)(=[O:10])[OH:11].[cH:12]1[cH:13][cH:14][cH:15][cH:16][cH:17]1>>[S:1]([c:3]1[cH:4][cH:5][c:6]([NH2:9])[cH:7][cH:8]1)(=[O:10])(=[O:11])[c:12]1[cH:13][cH:14][cH:15][cH:16][cH:17]1. Product: Nc1ccc(S(=O)(=O)c2ccccc2)cc1. Reactants: Compound 5, N[C@H](C(=O)OC)CC1=CC(=C(C=C1)OP(=O)(O)O)O ((S)-methyl 2-amino-3-(3-hydroxy-4-(phosphonooxy)phenyl)propanoate), [OH-].[Na+] (NaOH). The solvent is O (water). Reaction conditions: temperature 25 celsius, time 60 minute. Yields the product Compound 6, N[C@H](C(=O)O)CC1=CC(=C(C=C1)OP(=O)(O)O)O ((S)-2-amino-3-(3-hydroxy-4-(phosphonooxy)phenyl)propanoic acid). The yield is 82.6%. Reaction SMILES: [NH2:1][C@@H:2]([CH2:7][C:8]1[CH:13]=[CH:12][C:11]([O:14][P:15]([OH:18])([OH:17])=[O:16])=[C:10]([OH:19])[CH:9]=1)[C:3]([O:5]C)=[O:4].[OH-].[Na+]>O>[NH2:1][C@@H:2]([CH2:7][C:8]1[CH:13]=[CH:12][C:11]([O:14][P:15]([OH:18])([OH:17])=[O:16])=[C:10]([OH:19])[CH:9]=1)[C:3]([OH:5])=[O:4] |f:1.2|. Reported procedure: To a solution of Compound 5, (S)-methyl 2-amino-3-(3-hydroxy-4-(phosphonooxy)phenyl)propanoate, (10.0 g, 34.3 mmol) in 40 mL of water at 15-20° C. was added 22.89 mL (4.0 eq) of 6 N NaOH. When the pH reached 7-8 the solution was passed through a filter for clarification. After clarification, the pH adjustment was continued. After the base was added, the rxn was stirred at 25° C. for 60 mins (pH=12.06). After 60 mins the reaction mixture was acidified with 4.0 eq 6N HCL (137 mmol, 22.89 mL). The ...